This data is from the Open Reaction Database (ORD), a public repository of structured organic reaction records. The task is: describe an organic reaction: reactants, conditions, products, and yield Starting materials: C1CCOC1, COc1ccc(N)cn1, C[Si](C)(C)[N-][Si](C)(C)C, Cc1nc(-c2cccnc2F)c2ncn(C3CCCCO3)c2n1, [Li+]. Product: COc1ccc(Nc2ncccc2-c2nc(C)nc3c2ncn3C2CCCCO2)cn1. Reaction SMILES: [CH2:43]1[O:44][CH2:45][CH2:46][CH2:47]1.[CH3:24][O:25][c:26]1[cH:27][cH:28][c:29]([NH2:32])[cH:30][n:31]1.[CH3:34][Si:35]([N-:36][Si:37]([CH3:38])([CH3:39])[CH3:40])([CH3:41])[CH3:42].[F:1][c:2]1[n:3][cH:4][cH:5][cH:6][c:7]1-[c:8]1[c:9]2[n:10][cH:11][n:12]([CH:18]3[O:19][CH2:20][CH2:21][CH2:22][CH2:23]3)[c:13]2[n:14][c:15]([CH3:17])[n:16]1.[Li+:33]>>[c:2]1([NH:32][c:29]2[cH:28][cH:27][c:26]([O:25][CH3:24])[n:31][cH:30]2)[n:3][cH:4][cH:5][cH:6][c:7]1-[c:8]1[c:9]2[n:10][cH:11][n:12]([CH:18]3[O:19][CH2:20][CH2:21][CH2:22][CH2:23]3)[c:13]2[n:14][c:15]([CH3:17])[n:16]1. Reactants: C(CCCCCCCCCCCCCCC)NC1=CC=C(C=CC(=O)O)C=C1 (4-(hexadecylamino)cinnamic acid), C(=O)(OCC1=CC=CC=C1)Cl (carbobenzyloxy chloride), C(Cl)(Cl)Cl (chloroform), C([O-])([O-])=O.[Na+].[Na+] (sodium carbonate). Reported procedure: To 15 g. 4-(hexadecylamino)cinnamic acid in 200 ml. warm chloroform is added 15 g. sodium carbonate in 150 ml. water. To the vigorously stirred solution is added 10 g. carbobenzyloxy chloride. After 2 hours stirring at 40° C., the layers are separated, washed three times with 1 N hydrochloric acid, dried, and evaporated to an oil. The oil is dissolved in 300 ml. toluene, treated with 15 ml. thionyl chloride and the solution is refluxed for 5 hours. The solvents are evaporated and the residue is ... Run in O (water). Yields the product C(=O)(OCC1=CC=CC=C1)N(C1=CC=C(C=CC(=O)Cl)C=C1)CCCCCCCCCCCCCCCC (N-Carbobenzyloxy-4-(hexadecylamino)cinnamoyl chloride). Conditions: temperature 40 celsius, time 2 hour. As a reaction SMILES: [CH2:1]([NH:17][C:18]1[CH:28]=[CH:27][C:21]([CH:22]=[CH:23][C:24]([OH:26])=O)=[CH:20][CH:19]=1)[CH2:2][CH2:3][CH2:4][CH2:5][CH2:6][CH2:7][CH2:8][CH2:9][CH2:10][CH2:11][CH2:12][CH2:13][CH2:14][CH2:15][CH3:16].C(Cl)(Cl)[Cl:30].C(=O)([O-])[O-].[Na+].[Na+].[C:39](Cl)([O:41][CH2:42][C:43]1[CH:48]=[CH:47][CH:46]=[CH:45][CH:44]=1)=[O:40]>O>[C:39]([N:17]([CH2:1][CH2:2][CH2:3][CH2:4][CH2:5][CH2:6][CH2:7][CH2:8][CH2:9][CH2:10][CH2:11][CH2:12][CH2:13][CH2:14][CH2:15][CH3:16])[C:18]1[CH:19]=[CH:20][C:21]([CH:22]=[CH:23][C:24]([Cl:30])=[O:26])=[CH:27][CH:28]=1)([O:41][CH2:42][C:43]1[CH:44]=[CH:45][CH:46]=[CH:47][CH:48]=1)=[O:40] |f:2.3.4|. As a reaction SMILES: [Br:1][C:2]1[CH:7]=[CH:6][CH:5]=[CH:4][C:3]=1I.C([Mg]Cl)(C)C.[CH3:14][C:15]1[CH:16]=[C:17]([P:22]([C:24]2[CH:29]=[C:28]([CH3:30])[CH:27]=[C:26]([CH3:31])[CH:25]=2)Cl)[CH:18]=[C:19]([CH3:21])[CH:20]=1>C1COCC1.CC(OC)(C)C>[Br:1][C:2]1[CH:7]=[CH:6][CH:5]=[CH:4][C:3]=1[P:22]([C:24]1[CH:25]=[C:26]([CH3:31])[CH:27]=[C:28]([CH3:30])[CH:29]=1)[C:17]1[CH:16]=[C:15]([CH3:14])[CH:20]=[C:19]([CH3:21])[CH:18]=1. Yield: 56.0%. Solvent: C1CCOC1 (THF), C1CCOC1 (THF), CC(C)(C)OC (TBME). Reaction conditions: temperature -78 celsius, time 1 hour. Procedure: To a solution of 9.67 g (34.2 mmol) of 1-bromo-2-iodobenzene in 30 ml of THF are added dropwise, at −78° C., 17.6 ml (37.6 mmol) of an isopropylmagnesium chloride solution (2 molar in THF). The mixture is stirred at a temperature between −30° C. and −40° C. for a further 1 hour, then cooled again to −78° C., and a suspension of 10.4 g (37.6 mmol) of bis(3,5-dimethylphenyl)chlorophosphine in 10 ml of THF and 10 ml of TBME are added. The cooling is removed and the reaction mixture is stirred at ro... Product: BrC1=C(C=CC=C1)P(C1=CC(=CC(=C1)C)C)C1=CC(=CC(=C1)C)C (o-bromophenylbis(3,5-dimethylphenyl)phosphine). Starting materials: C(C)(C)[Mg]Cl (isopropylmagnesium chloride), BrC1=C(C=CC=C1)I (1-bromo-2-iodobenzene), CC=1C=C(C=C(C1)C)P(Cl)C1=CC(=CC(=C1)C)C (bis(3,5-dimethylphenyl)chlorophosphine). The reactants are FC(C=1C=C(C=C(C1)C(F)(F)F)[C@@H]1[C@@H](N(C(O1)=O)CC1=NC(=NC=C1C=1C=C(C=NC1C)C1=C(C=C(C(=O)OC(C)(C)C)C=C1)C)N1CC(C1)F)C)(F)F (tert-Butyl 4-{5-[4-({(4S,5R)-5-[3,5-bis(trifluoromethyl)phenyl]-4-methyl-2-oxo-1,3-oxazolidin-3-yl}methyl)-2-(3-fluoroazetidin-1-yl)pyrimidin-5-yl]-6-methylpyridin-3-yl}-3-methylbenzoate), C(=O)(C(F)(F)F)O (TFA). Reaction conditions: time 10 minute. The product is FC(C=1C=C(C=C(C1)C(F)(F)F)[C@@H]1[C@@H](N(C(O1)=O)CC1=NC(=NC=C1C=1C=C(C=NC1C)C1=C(C=C(C(=O)O)C=C1)C)N1CC(C1)F)C)(F)F (4-{5-[4-({(4S,5R)-5-[3,5-Bis(trifluoromethyl)phenyl]-4-methyl-2-oxo-1,3-oxazolidin-3-yl}methyl)-2-(3-fluoroazetidin-1-yl)pyrimidin-5-yl]-6-methylpyridin-3-yl}-3-methylbenzoic acid). Reaction SMILES: [F:1][C:2]([F:54])([F:53])[C:3]1[CH:4]=[C:5]([C@H:13]2[O:17][C:16](=[O:18])[N:15]([CH2:19][C:20]3[C:25]([C:26]4[CH:27]=[C:28]([C:33]5[CH:45]=[CH:44][C:36]([C:37]([O:39]C(C)(C)C)=[O:38])=[CH:35][C:34]=5[CH3:46])[CH:29]=[N:30][C:31]=4[CH3:32])=[CH:24][N:23]=[C:22]([N:47]4[CH2:50][CH:49]([F:51])[CH2:48]4)[N:21]=3)[C@H:14]2[CH3:52])[CH:6]=[C:7]([C:9]([F:12])([F:11])[F:10])[CH:8]=1.C(O)(C(F)(F)F)=O>>[F:12][C:9]([F:10])([F:11])[C:7]1[CH:6]=[C:5]([C@H:13]2[O:17][C:16](=[O:18])[N:15]([CH2:19][C:20]3[C:25]([C:26]4[CH:27]=[C:28]([C:33]5[CH:45]=[CH:44][C:36]([C:37]([OH:39])=[O:38])=[CH:35][C:34]=5[CH3:46])[CH:29]=[N:30][C:31]=4[CH3:32])=[CH:24][N:23]=[C:22]([N:47]4[CH2:50][CH:49]([F:51])[CH2:48]4)[N:21]=3)[C@H:14]2[CH3:52])[CH:4]=[C:3]([C:2]([F:54])([F:53])[F:1])[CH:8]=1. Procedure details: To a 25 mL round bottom flask was added tert-butyl 4-{5-[4-({(4S,5R)-5-[3,5-bis(trifluoromethyl)phenyl]-4-methyl-2-oxo-1,3-oxazolidin-3-yl}methyl)-2-(3-fluoroazetidin-1-yl)pyrimidin-5-yl]-6-methylpyridin-3-yl}-3-methylbenzoate (Step A, 40 mg, 0.053 mmol) and TFA (4 mL). The mixture was stirred at room temperature for 10 minutes. Volatiles were removed. The residue was purified on silica gel chromatography (0 to 100% acetone/hexane), affording the title compound as white solid. LCMS (M+H)+: 704.1...